This data is from the Open Reaction Database (ORD), a public repository of structured organic reaction records. The task is: describe an organic reaction: reactants, conditions, products, and yield Starting materials: O=C([O-])[O-], CCOC(=O)C#Cc1ccc(CC)cc1, [K+], [K+], CN(C)C=O, c1ccc2[nH]cnc2c1. Product: CCOC(=O)C=C(c1ccc(CC)cc1)n1cnc2ccccc21. Reaction SMILES: [C:25](=[O:26])([O-:27])[O-:28].[CH2:10]([CH3:11])[c:12]1[cH:13][cH:14][c:15]([C:18]#[C:19][C:20](=[O:21])[O:22][CH2:23][CH3:24])[cH:16][cH:17]1.[K+:29].[K+:30].[O:31]=[CH:32][N:33]([CH3:34])[CH3:35].[n:1]1[cH:2][nH:3][c:4]2[c:5]1[cH:6][cH:7][cH:8][cH:9]2>>[n:1]1([C:18]([c:15]2[cH:14][cH:13][c:12]([CH2:10][CH3:11])[cH:17][cH:16]2)=[CH:19][C:20](=[O:21])[O:22][CH2:23][CH3:24])[cH:2][n:3][c:4]2[c:5]1[cH:6][cH:7][cH:8][cH:9]2. Reactants: CN1CCCC1=O, COCCOCCOC, N#Cc1ccc(F)c(OCC(O)c2cccc(OCc3ccc(Cl)c(Cl)c3)c2)c1, [H-], [Na+]. Reaction SMILES: [CH3:32][N:33]1[CH2:34][CH2:35][CH2:36][C:37]1=[O:38].[CH3:39][O:40][CH2:41][CH2:42][O:43][CH2:44][CH2:45][O:46][CH3:47].[Cl:1][c:2]1[cH:3][c:4]([CH2:5][O:6][c:7]2[cH:8][c:9]([CH:13]([CH2:14][O:15][c:16]3[cH:17][c:18]([C:19]#[N:20])[cH:21][cH:22][c:23]3[F:24])[OH:25])[cH:10][cH:11][cH:12]2)[cH:26][cH:27][c:28]1[Cl:29].[H-:30].[Na+:31]>>[Cl:1][c:2]1[cH:3][c:4]([CH2:5][O:6][c:7]2[cH:8][c:9]([CH:13]3[CH2:14][O:15][c:16]4[cH:17][c:18]([C:19]#[N:20])[cH:21][cH:22][c:23]4[O:25]3)[cH:10][cH:11][cH:12]2)[cH:26][cH:27][c:28]1[Cl:29]. Product: N#Cc1ccc2c(c1)OCC(c1cccc(OCc3ccc(Cl)c(Cl)c3)c1)O2. Reactants: CC(C(=O)OCC)C(=O)C (Ethyl 2-methylacetoacetate), [H-].[Na+] (sodium hydride), C1(=CC=CC=C1)C (toluene), BrC(CCCC(=O)OCC)C (ethyl 5-bromohexanoate). The product is C(C)(=O)C(C(=O)OCC)(CCCCCC(=O)OCC)C (Diethyl 2-acetyl-2-methyl-suberate). Reaction SMILES: [CH3:1][CH:2]([C:8]([CH3:10])=[O:9])[C:3]([O:5][CH2:6][CH3:7])=[O:4].[H-].[Na+].Br[CH:14](C)[CH2:15][CH2:16][CH2:17][C:18]([O:20][CH2:21][CH3:22])=[O:19].[C:24]1(C)C=CC=CC=1>>[C:8]([C:2]([CH3:24])([CH2:1][CH2:14][CH2:15][CH2:16][CH2:17][C:18]([O:20][CH2:21][CH3:22])=[O:19])[C:3]([O:5][CH2:6][CH3:7])=[O:4])(=[O:9])[CH3:10] |f:1.2|. Reported procedure: Ethyl 2-methylacetoacetate (7.9 g, 60 mmol) was added to a stirred solution of 1.44 g of sodium hydride (60 mmol) in 80 mL of toluene over a 30 minutes period. The resulting solution was heated under reflux for two hours, cooled slightly and treated with ethyl 5-bromohexanoate over a 30 minutes period. The resulting mixture was then heated at reflux for twelve hours, cooled, and the solvent evaporated under reduced pressure. The residue, a yellow oil was used as such in the next step. The reactants are N#CC1(c2ccccc2)CCC(=O)CC1, [K+], [OH-], O, OCCO. The product is O=C1CCC(C(=O)O)(c2ccccc2)CC1. As a reaction SMILES: [C:1](#[N:2])[C:3]1([c:10]2[cH:11][cH:12][cH:13][cH:14][cH:15]2)[CH2:4][CH2:5][C:6](=[O:9])[CH2:7][CH2:8]1.[K+:17].[OH-:16].[OH2:22].[OH:18][CH2:19][CH2:20][OH:21]>>[C:1]([C:3]1([c:10]2[cH:11][cH:12][cH:13][cH:14][cH:15]2)[CH2:4][CH2:5][C:6](=[O:9])[CH2:7][CH2:8]1)(=[O:16])[OH:18].